This data is from the Open Reaction Database (ORD), a public repository of structured organic reaction records. The task is: describe an organic reaction: reactants, conditions, products, and yield Starting materials: C(CC)OCCCN1CCC(CC1)=O (1-(3-propoxypropyl)-4-piperidone), Cl.NO (hydroxylamine hydrochloride). Product: C(CC)OCCCN1CCC(CC1)=NO (1-(3-Propoxypropyl)-4-piperidone oxime). As a reaction SMILES: [CH2:1]([O:4][CH2:5][CH2:6][CH2:7][N:8]1[CH2:13][CH2:12][C:11](=O)[CH2:10][CH2:9]1)[CH2:2][CH3:3].Cl.[NH2:16][OH:17]>>[CH2:1]([O:4][CH2:5][CH2:6][CH2:7][N:8]1[CH2:13][CH2:12][C:11](=[N:16][OH:17])[CH2:10][CH2:9]1)[CH2:2][CH3:3] |f:1.2|. Procedure details: 1-(3-Propoxypropyl)-4-piperidone oxime is prepared from 1-(3-propoxypropyl)-4-piperidone and hydroxylamine hydrochloride essentially as described above in Example 38, Scheme C, step b. The reactants are CCN(C(C)C)C(C)C, C1CNCCN1, CCCCO, Nc1nc(Cl)cc(Nc2ccc(Oc3ccnc4[nH]ccc34)c(F)c2)n1. Yields the product Nc1nc(Nc2ccc(Oc3ccnc4[nH]ccc34)c(F)c2)cc(N2CCNCC2)n1. As a reaction SMILES: [CH2:27]([N:28]([CH:29]([CH3:30])[CH3:31])[CH:32]([CH3:33])[CH3:34])[CH3:35].[CH2:36]1[CH2:37][NH:38][CH2:39][CH2:40][NH:41]1.[CH2:42]([OH:43])[CH2:44][CH2:45][CH3:46].[Cl:1][c:2]1[cH:3][c:4]([NH:9][c:10]2[cH:11][c:12]([F:26])[c:13]([O:16][c:17]3[c:18]4[c:19]([n:20][cH:21][cH:22]3)[nH:23][cH:24][cH:25]4)[cH:14][cH:15]2)[n:5][c:6]([NH2:8])[n:7]1>>[c:2]1([N:38]2[CH2:37][CH2:36][NH:41][CH2:40][CH2:39]2)[cH:3][c:4]([NH:9][c:10]2[cH:11][c:12]([F:26])[c:13]([O:16][c:17]3[c:18]4[c:19]([n:20][cH:21][cH:22]3)[nH:23][cH:24][cH:25]4)[cH:14][cH:15]2)[n:5][c:6]([NH2:8])[n:7]1. Reactants: COC(=O)c1cc(OC(F)F)cc(C(=O)OC)c1, CO, Cl, [Na+], [OH-]. Product: COC(=O)c1cc(OC(F)F)cc(C(=O)O)c1. RXN SMILES: [CH3:1][O:2][C:3]([c:4]1[cH:5][c:6]([C:7](=[O:8])[O:9][CH3:10])[cH:11][c:12]([O:14][CH:15]([F:16])[F:17])[cH:13]1)=[O:18].[CH3:22][OH:23].[ClH:21].[Na+:20].[OH-:19]>>[CH3:1][O:2][C:3]([c:4]1[cH:5][c:6]([C:7](=[O:8])[OH:9])[cH:11][c:12]([O:14][CH:15]([F:16])[F:17])[cH:13]1)=[O:18]. Starting materials: N(=[N+]=[N-])C1=C(C=CC=C1Cl)Cl (2-azido-1,3-dichloro-benzene), C(C)OC(C#CC(C)C)=O (4-methyl-pent-2-ynoic acid ethyl ester). The solvent is C1(=CC=CC=C1)C (toluene). Yields the product C(C)OC(=O)C=1N(N=NC1C(C)C)C1=C(C=CC=C1Cl)Cl (3-(2,6-Dichloro-phenyl)-5-isopropyl-3H-[1,2,3]triazole-4-carboxylic acid ethyl ester). As a reaction SMILES: [N:1]([C:4]1[C:9]([Cl:10])=[CH:8][CH:7]=[CH:6][C:5]=1[Cl:11])=[N+:2]=[N-:3].[CH2:12]([O:14][C:15](=[O:21])[C:16]#[C:17][CH:18]([CH3:20])[CH3:19])[CH3:13]>C1(C)C=CC=CC=1>[CH2:12]([O:14][C:15]([C:16]1[N:1]([C:4]2[C:5]([Cl:11])=[CH:6][CH:7]=[CH:8][C:9]=2[Cl:10])[N:2]=[N:3][C:17]=1[CH:18]([CH3:20])[CH3:19])=[O:21])[CH3:13]. Procedure details: A solution of 2-azido-1,3-dichloro-benzene (1.0 g) and 4-methyl-pent-2-ynoic acid ethyl ester (1.8 g) in toluene (5 mL) is heated to 120° C. overnight. Two regioisomers are observed in a range of 1:1 to 3:1 in favor of the desired product. The reaction is concentrated under reduced pressure and the residue is purified by flash chromatography, eluting with 5% ethyl acetate in hexanes. 1H NMR (400 MHz, CDCl3) δ 7.48 (d, 2H), 7.42 (t, 1H), 4.22 (q, 2H), 3.64 (m, 1H), 1.46 (d, 6H), 1.15 (t, 3H). Starting materials: BrC1(C(N(C2=C1C=NC(=C2)Cl)COCC[Si](C)(C)C)=O)Br (3,3-dibromo-6-chloro-1-((2-(trimethylsilyl)ethoxy)methyl)-1H-pyrrolo[3,2-c]pyridin-2(3H)-one), [NH4+].[Cl-] (NH4Cl). Reagents/catalysts: [Zn] (Zinc). Run in C1CCOC1 (THF). Conditions: time 1.5 hour. Yields the product ClC1=CC2=C(C=N1)CC(N2COCC[Si](C)(C)C)=O (6-chloro-1-((2-(trimethylsilyl)ethoxy)methyl)-1H-pyrrolo[3,2-c]pyridin-2(3H)-one). Yield: 64.4%. As a reaction SMILES: Br[C:2]1(Br)[C:6]2[CH:7]=[N:8][C:9]([Cl:11])=[CH:10][C:5]=2[N:4]([CH2:12][O:13][CH2:14][CH2:15][Si:16]([CH3:19])([CH3:18])[CH3:17])[C:3]1=[O:20].[NH4+].[Cl-]>C1COCC1.[Zn]>[Cl:11][C:9]1[N:8]=[CH:7][C:6]2[CH2:2][C:3](=[O:20])[N:4]([CH2:12][O:13][CH2:14][CH2:15][Si:16]([CH3:18])([CH3:17])[CH3:19])[C:5]=2[CH:10]=1 |f:1.2|. Reported procedure: Crude 3,3-dibromo-6-chloro-1-((2-(trimethylsilyl)ethoxy)methyl)-1H-pyrrolo[3,2-c]pyridin-2(3H)-one (˜5.4 mmol) was taken up in a mixture of THF (30 mL) and saturated aqueous NH4Cl (8 mL). Zinc powder (3.6 g, 0.055 mmol) was added, and a modest exotherm was maintained via ice bath. The reaction was stirred at r.t. for 1.5 h, and the reaction was then filtered through Celite, washing with EtOAc. The organic phase was washed with water, and the combined aqueous phase was extracted with EtOAc. The c... Reactants: CC1=C(N)C=C(C=C1)C (2,5-dimethylaniline), S(O)(O)(=O)=O (sulfuric acid), [OH-].[K+] (potasium hydroxide). Yields the product CC1=C(C=C(C(=C1)N)C)S(=O)(=O)O (2,5-dimethyl-4-aminobenzenesulfonic acid). RXN SMILES: [CH3:1][C:2]1[CH:8]=[CH:7][C:6]([CH3:9])=[CH:5][C:3]=1[NH2:4].[S:10](=O)(=[O:13])([OH:12])[OH:11].[OH-].[K+]>>[CH3:9][C:6]1[CH:5]=[C:3]([NH2:4])[C:2]([CH3:1])=[CH:8][C:7]=1[S:10]([OH:13])(=[O:12])=[O:11] |f:2.3|. Procedure details: To 121 g of 2,5-dimethylaniline, 100 g of sulfuric acid (d=1.84) was gradually added dropwise and the mixture was heated at 220° to 230° C. on an oil bath for 5 hours. To the reaction mixture, 2 l of an 1 N aqueous potasium hydroxide solution was added and the mixture was stirred with heating. After filtering the mixture while hot, 1 kg of hydrochloric acid (d=1.18) was added to the filtrate. The crystals thus precipitated were collected by filtration and washed with 1 l of acetone.